From a dataset of the Open Reaction Database (ORD), a public repository of structured organic reaction records. describe an organic reaction: reactants, conditions, products, and yield Yields the product COc1ccc(N2CCN(c3ccc(N)nc3)CC2)cc1. Reactants: COc1ccc(N2CCN(c3ccc([N+](=O)[O-])nc3)CC2)cc1, CCOC(C)=O. Reaction SMILES: [CH3:1][O:2][c:3]1[cH:4][cH:5][c:6]([N:9]2[CH2:10][CH2:11][N:12]([c:15]3[cH:16][cH:17][c:18]([N+:21]([O-:22])=[O:23])[n:19][cH:20]3)[CH2:13][CH2:14]2)[cH:7][cH:8]1.[CH3:24][CH2:25][O:26][C:27](=[O:28])[CH3:29]>>[CH3:1][O:2][c:3]1[cH:4][cH:5][c:6]([N:9]2[CH2:10][CH2:11][N:12]([c:15]3[cH:16][cH:17][c:18]([NH2:21])[n:19][cH:20]3)[CH2:13][CH2:14]2)[cH:7][cH:8]1. Starting materials: [BH4-], C[O-], CO, Cl, O=C(c1ccccc1)c1ccc2c(c1)N1CCN=C1S2, [Na+], [Na+], O. The product is OC(c1ccccc1)c1ccc2c(c1)N1CCN=C1S2. Reaction SMILES: [BH4-:27].[CH3:22][O-:23].[CH3:25][OH:26].[ClH:1].[N:2]1=[C:6]2[N:5]([CH2:4][CH2:3]1)[c:9]1[c:8]([cH:13][cH:12][c:11]([C:14](=[O:15])[c:16]3[cH:17][cH:18][cH:19][cH:20][cH:21]3)[cH:10]1)[S:7]2.[Na+:24].[Na+:28].[OH2:29]>>[N:2]1=[C:6]2[N:5]([CH2:4][CH2:3]1)[c:9]1[c:8]([cH:13][cH:12][c:11]([CH:14]([OH:15])[c:16]3[cH:17][cH:18][cH:19][cH:20][cH:21]3)[cH:10]1)[S:7]2. The reactants are C(C)OC(=O)CNC(=O)C(=O)NCC(C)O (N-(ethoxycarbonyl-methyl)-N′-(2-hydroxy-1-propyl)oxamide), Br(=O)(=O)[O-].[Na+] (sodium bromate). Reagents/catalysts: O.[Ru](Cl)(Cl)Cl (ruthenium (III) chloride hydrate). Solvent: C(C)(=O)OCC (ethyl acetate), [Cl-].[Na+].O (brine), O (water), O (water). The product is C(C)OC(=O)CNC(=O)C(=O)NCC(C)=O (N-(Ethoxycarbonylmethyl)-N′-(2-oxo-1-propyl)oxamide). Yield: 91.9%. Reaction SMILES: [CH2:1]([O:3][C:4]([CH2:6][NH:7][C:8]([C:10]([NH:12][CH2:13][CH:14]([OH:16])[CH3:15])=[O:11])=[O:9])=[O:5])[CH3:2].Br([O-])(=O)=O.[Na+]>O.C(OCC)(=O)C.[Cl-].[Na+].O.O.[Ru](Cl)(Cl)Cl>[CH2:1]([O:3][C:4]([CH2:6][NH:7][C:8]([C:10]([NH:12][CH2:13][C:14](=[O:16])[CH3:15])=[O:11])=[O:9])=[O:5])[CH3:2] |f:1.2,5.6.7,8.9|. Procedure details: To a stirred solution of N-(ethoxycarbonyl-methyl)-N′-(2-hydroxy-1-propyl)oxamide (8.0 g, 34.5 mmol), as prepared in the preceding step, in water (50 mL) under nitrogen at 50° C. was added ruthenium (III) chloride hydrate (75 mg, 0.35 mmol). The reaction flask was removed from the heating bath, and a solution of sodium bromate (5.2 g, 34.5 mmol) in water (40 mL) was added dropwise. The reaction mixture was allowed to cool to room temperature, and then diluted with ethyl acetate and brine. The aq...